Task: describe an organic reaction: reactants, conditions, products, and yield. Dataset: the Open Reaction Database (ORD), a public repository of structured organic reaction records Reactants: COc1ccc2c(c1)CCC1=C2CCC2(C)C(=O)C=CC12, CCO, [H][H]. Product: COc1ccc2c(c1)CCC1=C2CCC2(C)C(=O)CCC12. RXN SMILES: [CH3:1][O:2][c:3]1[cH:4][c:5]2[c:18]([cH:19][cH:20]1)[C:17]1=[C:8]([CH2:7][CH2:6]2)[CH:9]2[CH:10]=[CH:11][C:12](=[O:21])[C:13]2([CH3:14])[CH2:15][CH2:16]1.[CH3:24][CH2:25][OH:26].[H:22][H:23]>>[CH3:1][O:2][c:3]1[cH:4][c:5]2[c:18]([cH:19][cH:20]1)[C:17]1=[C:8]([CH2:7][CH2:6]2)[CH:9]2[CH2:10][CH2:11][C:12](=[O:21])[C:13]2([CH3:14])[CH2:15][CH2:16]1. Reactants: C(C)N(C(C)C)C(C)C (Ethyldiisopropylamine), C1CCN2CCC[C@H]([C@H]2C1)CO ((−)-lupinine), [I-].C(#N)C[P+](C)(C)C (cyanomethyl-trimethyl-phosphonium iodide), C(C)(C)(C)OC(NC1CCNCC1)=O (Piperidin-4-yl-carbamic acid tert-butyl ester). Solvent: C(CC)#N (propionitril). Run at temperature 120 celsius, time 22 hour. Yields the product C(C)(C)(C)OC(NC1CCN(CC1)C[C@@H]1CCCN2CCCC[C@H]12)=O ({1-[(1S,9aR)-1-(Octahydro-quinolizin-1-yl)methyl]-piperidin-4-yl}-carbamic acid tert-butyl ester). The yield is 108.1%. Reaction SMILES: [C:1]([O:5][C:6](=[O:14])[NH:7][CH:8]1[CH2:13][CH2:12][NH:11][CH2:10][CH2:9]1)([CH3:4])([CH3:3])[CH3:2].C(N(C(C)C)C(C)C)C.[CH2:24]1[CH2:33][C@H:32]2[N:27]([CH2:28][CH2:29][CH2:30][C@H:31]2[CH2:34]O)[CH2:26][CH2:25]1.[I-].C(C[P+](C)(C)C)#N>C(#N)CC>[C:1]([O:5][C:6](=[O:14])[NH:7][CH:8]1[CH2:13][CH2:12][N:11]([CH2:34][C@H:31]2[C@@H:32]3[N:27]([CH2:26][CH2:25][CH2:24][CH2:33]3)[CH2:28][CH2:29][CH2:30]2)[CH2:10][CH2:9]1)([CH3:4])([CH3:2])[CH3:3] |f:3.4|. Procedure: 3 (3 g, 15 mmol) is dissolved in 150 ml of propionitril. Ethyldiisopropylamine (10.2 ml, 60 mmol), (−)-lupinine (2.5 g, 15 mmol) and cyanomethyl-trimethyl-phosphonium iodide (Zaragoza reagent, 7.3 g, 30 mmol) are added. The reaction mixture is heated to 120° C. and stirred for 22 hours. Then the mixture is evaporated under reduced pressure. The residue is dissolved with ethyl acetate, washed 10% K2CO3- and NaCl-solution, and dried over Na2SO4. Evaporation gave 5.7 g of a brown oil. The crude pro... Reactants: O=S(=O)(c1cccc(C(F)(F)F)c1)c1cc(Br)nc(Br)c1, CN, CCO, C1COCCO1. Product: CNc1cc(S(=O)(=O)c2cccc(C(F)(F)F)c2)cc(Br)n1. Reaction SMILES: [Br:1][c:2]1[n:3][c:4]([Br:21])[cH:5][c:6]([S:8](=[O:9])(=[O:10])[c:11]2[cH:12][c:13]([C:17]([F:18])([F:19])[F:20])[cH:14][cH:15][cH:16]2)[cH:7]1.[CH3:22][NH2:23].[CH3:30][CH2:31][OH:32].[O:24]1[CH2:25][CH2:26][O:27][CH2:28][CH2:29]1>>[Br:1][c:2]1[n:3][c:4]([NH:23][CH3:22])[cH:5][c:6]([S:8](=[O:9])(=[O:10])[c:11]2[cH:12][c:13]([C:17]([F:18])([F:19])[F:20])[cH:14][cH:15][cH:16]2)[cH:7]1. Reactants: NC(C)C1CC2=CC=CC=C2C1 (2-(1-aminoethyl)indane), ClC1=CC=C(CN2C(=CC3=CC=CC=C23)C(=O)N2CCC(CC2)C(=O)O)C=C1 (1-(1-(4-chlorobenzyl)-1H-indole-2-carbonyl)piperidine-4-carboxylic acid), C=1C=CC2=C(C1)N=NN2O (HOBT), CCN(C(C)C)C(C)C (DIPEA), C(CCl)Cl (EDC). Run in C(Cl)Cl (DCM), C(C)(=O)OCC (ethyl acetate). Run at time 16 hour. Product: ClC1=CC=C(CN2C(=CC3=CC=CC=C23)C(=O)N2CCC(CC2)C(=O)NC(C)C2CC3=CC=CC=C3C2)C=C1 (1-(1-(4-chlorobenzyl)-1H-indole-2-carbonyl)-N-(1-(2,3-dihydro-1H-inden-2-yl)ethyl)piperidine-4-carboxamide). RXN SMILES: [Cl:1][C:2]1[CH:28]=[CH:27][C:5]([CH2:6][N:7]2[C:15]3[C:10](=[CH:11][CH:12]=[CH:13][CH:14]=3)[CH:9]=[C:8]2[C:16]([N:18]2[CH2:23][CH2:22][CH:21]([C:24](O)=[O:25])[CH2:20][CH2:19]2)=[O:17])=[CH:4][CH:3]=1.CCN(C(C)C)C(C)C.C(Cl)CCl.C1C=CC2N(O)N=NC=2C=1.[NH2:52][CH:53]([CH:55]1[CH2:63][C:62]2[C:57](=[CH:58][CH:59]=[CH:60][CH:61]=2)[CH2:56]1)[CH3:54]>C(OCC)(=O)C.C(Cl)Cl>[Cl:1][C:2]1[CH:28]=[CH:27][C:5]([CH2:6][N:7]2[C:15]3[C:10](=[CH:11][CH:12]=[CH:13][CH:14]=3)[CH:9]=[C:8]2[C:16]([N:18]2[CH2:23][CH2:22][CH:21]([C:24]([NH:52][CH:53]([CH:55]3[CH2:63][C:62]4[C:57](=[CH:58][CH:59]=[CH:60][CH:61]=4)[CH2:56]3)[CH3:54])=[O:25])[CH2:20][CH2:19]2)=[O:17])=[CH:4][CH:3]=1. Procedure: The following was added sequentially to DCM (5 mL): 1-(1-(4-chlorobenzyl)-1H-indole-2-carbonyl)piperidine-4-carboxylic acid (109 mg, 0.275 mmol), DIPEA (0.144 mL, 0.825 mmol), EDC (63 mg, 0.330 mmol), HOBT (51 mg, 0.330 mmol), and crude 2-(1-aminoethyl)indane (˜44 mg, 0.275 mmol). The mixture was stirred for 16 h at rt, at which time the solution diluted with a 1:1 solution of ethyl acetate:diethyl ether and washed with 1M HCl (1×), 10% aq. sodium carbonate (1×) and brine (1×). The organic phase... Starting materials: ClCCl, COc1cc2c(Cl)ncnc2cc1O, CC(C)(C)OC(=O)N1CCC(O)CC1, c1ccc(P(c2ccccc2)c2ccccc2)cc1. Product: COc1cc2c(Cl)ncnc2cc1OC1CCN(C(=O)OC(C)(C)C)CC1. RXN SMILES: [CH2:48]([Cl:49])[Cl:50].[Cl:1][c:2]1[n:3][cH:4][n:5][c:6]2[cH:7][c:8]([OH:14])[c:9]([O:12][CH3:13])[cH:10][c:11]12.[OH:15][CH:16]1[CH2:17][CH2:18][N:19]([C:22](=[O:23])[O:24][C:25]([CH3:26])([CH3:27])[CH3:28])[CH2:20][CH2:21]1.[c:29]1([P:30]([c:31]2[cH:32][cH:33][cH:34][cH:35][cH:36]2)[c:37]2[cH:38][cH:39][cH:40][cH:41][cH:42]2)[cH:43][cH:44][cH:45][cH:46][cH:47]1>>[Cl:1][c:2]1[n:3][cH:4][n:5][c:6]2[cH:7][c:8]([O:14][CH:16]3[CH2:17][CH2:18][N:19]([C:22](=[O:23])[O:24][C:25]([CH3:26])([CH3:27])[CH3:28])[CH2:20][CH2:21]3)[c:9]([O:12][CH3:13])[cH:10][c:11]12.